This data is from the Open Reaction Database (ORD), a public repository of structured organic reaction records. The task is: describe an organic reaction: reactants, conditions, products, and yield Reactants: [Si](C)(C)(C(C)(C)C)OCC=1C=C(N)C=CC1OC(F)(F)F (3-(tert-Butyldimethylsilanyloxymethyl)-4-trifluoromethoxyaniline), C(C)(C)N(CC)C(C)C (diisopropylethylamine), ClC(Cl)(Cl)OC(OC(Cl)(Cl)Cl)=O (Bis(trichloromethyl)carbonate), Cl.COC([C@@H](CNC(C1=CC=C(C=C1)CNC1=CC=C(C=C1)C1CCCCC1)=O)O)=O ((R)-3-{4-[(4-Cyclohexylphenylamino)methyl]benzoylamino}-2-hydroxypropionic acid methyl ester hydrochloride), [N-]=C=O (isocyanate). Conditions: temperature 20 celsius, time 2.5 hour. The product is COC([C@@H](CNC(C1=CC=C(C=C1)CN(C(=O)NC1=CC(=C(C=C1)OC(F)(F)F)CO[Si](C)(C)C(C)(C)C)C1=CC=C(C=C1)C1CCCCC1)=O)O)=O ((R)-3-{4-[3-[3-(tert-butyldimethylsilanyloxymethyl)-4-trifluoromethoxyphenyl]-1-(4-cyclohexylphenyl)ureidomethyl]benzoylamino}-2-hydroxypropionic acid methyl ester). Reported procedure: Bis(trichloromethyl)carbonate (triphosgene) (0.09 g, 0.31 mmol) was dissolved in DCM (2 mL) and cooled in an ice-bath under nitrogen. 3-(tert-Butyldimethylsilanyloxymethyl)-4-trifluoromethoxyaniline (0.3 g, 0.93 mmol) was evaporated twice from toluene to remove any moisture and then dissolved in DCM (2 mL) and diisopropylethylamine (0.32 mL) was added. This solution was added to the cooled triphosgene solution and the mixture was stirred at 20° C. for 2.5 hours. (R)-3-{4-[(4-Cyclohexylphenylamin... Solvent: C1(=CC=CC=C1)C (toluene), C(Cl)Cl (DCM), C1(=CC=CC=C1)C (toluene), CN(C)C=O (DMF). The yield is 12.8%. As a reaction SMILES: Cl[C:2]([O:5]C(=O)OC(Cl)(Cl)Cl)(Cl)Cl.[Si:13]([O:20][CH2:21][C:22]1[CH:23]=[C:24]([CH:26]=[CH:27][C:28]=1[O:29][C:30]([F:33])([F:32])[F:31])[NH2:25])([C:16]([CH3:19])([CH3:18])[CH3:17])([CH3:15])[CH3:14].Cl.[CH3:35][O:36][C:37](=[O:64])[C@H:38]([OH:63])[CH2:39][NH:40][C:41](=[O:62])[C:42]1[CH:47]=[CH:46][C:45]([CH2:48][NH:49][C:50]2[CH:55]=[CH:54][C:53]([CH:56]3[CH2:61][CH2:60][CH2:59][CH2:58][CH2:57]3)=[CH:52][CH:51]=2)=[CH:44][CH:43]=1.C(N(C(C)C)CC)(C)C.[N-]=C=O>C(Cl)Cl.CN(C=O)C.C1(C)C=CC=CC=1>[CH3:35][O:36][C:37](=[O:64])[C@H:38]([OH:63])[CH2:39][NH:40][C:41](=[O:62])[C:42]1[CH:47]=[CH:46][C:45]([CH2:48][N:49]([C:50]2[CH:51]=[CH:52][C:53]([CH:56]3[CH2:61][CH2:60][CH2:59][CH2:58][CH2:57]3)=[CH:54][CH:55]=2)[C:2]([NH:25][C:24]2[CH:26]=[CH:27][C:28]([O:29][C:30]([F:31])([F:32])[F:33])=[C:22]([CH2:21][O:20][Si:13]([C:16]([CH3:19])([CH3:18])[CH3:17])([CH3:15])[CH3:14])[CH:23]=2)=[O:5])=[CH:44][CH:43]=1 |f:2.3|. Reactants: O=C1CCCCCN1, O=C(O)CCl, c1ccccc1. Product: O=C1CCCCCN1, O=C(O)CCl. Reaction SMILES: [C:1]1(=[O:8])[CH2:2][CH2:3][CH2:4][CH2:5][CH2:6][NH:7]1.[OH:9][C:10](=[O:11])[CH2:12][Cl:13].[cH:14]1[cH:15][cH:16][cH:17][cH:18][cH:19]1>>[C:1]1(=[O:8])[CH2:2][CH2:3][CH2:4][CH2:5][CH2:6][NH:7]1.[O:9]=[C:10]([OH:11])[CH2:12][Cl:13]. Starting materials: [H][H] (hydrogen), [N+](=O)([O-])C1=CC=C(OC2=CC(=NC=C2)NC(=O)N2CCC(CC2)N2CCCCC2)C=C1 (4-(Piperidin-1-yl)piperidine-1-carboxylic acid [4-(4-nitrophenoxy)pyridin-2-yl]amide), CCCCCC (hexane). Reagents/catalysts: [C].[Pd] (palladium carbon). Run in O1CCCC1 (tetrahydrofuran), CO (methanol), C(C)OCC (diethyl ether). Run at time 8 hour. Product: NC1=CC=C(OC2=CC(=NC=C2)NC(=O)N2CCC(CC2)N2CCCCC2)C=C1 (4-(Piperidin-1-yl)piperidine-1-carboxylic acid [4-(4-aminophenoxy)pyridin-2-yl]amide). The yield is 75.4%. Reaction SMILES: [N+:1]([C:4]1[CH:31]=[CH:30][C:7]([O:8][C:9]2[CH:14]=[CH:13][N:12]=[C:11]([NH:15][C:16]([N:18]3[CH2:23][CH2:22][CH:21]([N:24]4[CH2:29][CH2:28][CH2:27][CH2:26][CH2:25]4)[CH2:20][CH2:19]3)=[O:17])[CH:10]=2)=[CH:6][CH:5]=1)([O-])=O.[H][H].CCCCCC>O1CCCC1.CO.C(OCC)C.[C].[Pd]>[NH2:1][C:4]1[CH:5]=[CH:6][C:7]([O:8][C:9]2[CH:14]=[CH:13][N:12]=[C:11]([NH:15][C:16]([N:18]3[CH2:19][CH2:20][CH:21]([N:24]4[CH2:29][CH2:28][CH2:27][CH2:26][CH2:25]4)[CH2:22][CH2:23]3)=[O:17])[CH:10]=2)=[CH:30][CH:31]=1 |f:6.7|. Procedure: 4-(Piperidin-1-yl)piperidine-1-carboxylic acid [4-(4-nitrophenoxy)pyridin-2-yl]amide (121 mg) was dissolved in tetrahydrofuran (3 ml)-methanol (3 ml), and then 10% palladium carbon (61 mg) was added thereto under a nitrogen atmosphere, followed by replacing with hydrogen inside the system and stirring overnight. After replacing with nitrogen inside the system, the reaction mixture was filtered to remove the catalyst, which was washed with ethanol. The filtrate was concentrated under a reduced pr...